This data is from the Open Reaction Database (ORD), a public repository of structured organic reaction records. The task is: describe an organic reaction: reactants, conditions, products, and yield Reactants: CCOC(=O)CP(=O)(OCC)OCC, CN(C)C=O, CCOC(C)=O, Cc1ccn2cc(C(=O)N3CCN(c4ccc([N+](=O)[O-])c(C=O)c4)CC3)nc2c1, [H-], [Na+]. The product is CCOC(=O)C=Cc1cc(N2CCN(C(=O)c3cn4ccc(C)cc4n3)CC2)ccc1[N+](=O)[O-]. RXN SMILES: [CH3:30][CH2:31][O:32][C:33](=[O:34])[CH2:35][P:36]([O:37][CH2:38][CH3:39])([O:40][CH2:41][CH3:42])=[O:43].[CH3:46][N:47]([CH3:48])[CH:49]=[O:50].[CH3:51][CH2:52][O:53][C:54](=[O:55])[CH3:56].[CH:1](=[O:2])[c:3]1[cH:4][c:5]([N:12]2[CH2:13][CH2:14][N:15]([C:18](=[O:19])[c:20]3[n:21][c:22]4[n:23]([cH:24][cH:25][c:26]([CH3:28])[cH:27]4)[cH:29]3)[CH2:16][CH2:17]2)[cH:6][cH:7][c:8]1[N+:9](=[O:10])[O-:11].[H-:44].[Na+:45]>>[CH:1]([c:3]1[cH:4][c:5]([N:12]2[CH2:13][CH2:14][N:15]([C:18](=[O:19])[c:20]3[n:21][c:22]4[n:23]([cH:24][cH:25][c:26]([CH3:28])[cH:27]4)[cH:29]3)[CH2:16][CH2:17]2)[cH:6][cH:7][c:8]1[N+:9](=[O:10])[O-:11])=[CH:35][C:33]([O:32][CH2:31][CH3:30])=[O:34]. Reactants: NCCCCN1CCC(CC1)C=1C=C(C=CC1)NC(C(C)C)=O (N-{3-[1-(4-aminobutyl)-4-piperidinyl]phenyl}-2-methylpropanamide), ClC1=CC=C(OC2=C(C(=O)Cl)C=CC=N2)C=C1 (2-(4-chlorophenoxy)nicotinoyl chloride). Run in C1CCOC1.C(Cl)Cl (THF DCM). The product is ClC1=CC=C(OC2=C(C(=O)NCCCCN3CCC(CC3)C3=CC(=CC=C3)NC(C(C)C)=O)C=CC=N2)C=C1 (2-(4-CHLOROPHENOXY)-N-(4-{4-[3-(ISOBUTYRYLAMINO)PHENYL]-1-PIPERIDINYL}BUTYL)NICOTINAMIDE). As a reaction SMILES: [NH2:1][CH2:2][CH2:3][CH2:4][CH2:5][N:6]1[CH2:11][CH2:10][CH:9]([C:12]2[CH:13]=[C:14]([NH:18][C:19](=[O:23])[CH:20]([CH3:22])[CH3:21])[CH:15]=[CH:16][CH:17]=2)[CH2:8][CH2:7]1.[Cl:24][C:25]1[CH:40]=[CH:39][C:28]([O:29][C:30]2[N:38]=[CH:37][CH:36]=[CH:35][C:31]=2[C:32](Cl)=[O:33])=[CH:27][CH:26]=1>C1COCC1.C(Cl)Cl>[Cl:24][C:25]1[CH:26]=[CH:27][C:28]([O:29][C:30]2[N:38]=[CH:37][CH:36]=[CH:35][C:31]=2[C:32]([NH:1][CH2:2][CH2:3][CH2:4][CH2:5][N:6]2[CH2:7][CH2:8][CH:9]([C:12]3[CH:17]=[CH:16][CH:15]=[C:14]([NH:18][C:19](=[O:23])[CH:20]([CH3:21])[CH3:22])[CH:13]=3)[CH2:10][CH2:11]2)=[O:33])=[CH:39][CH:40]=1 |f:2.3|. Procedure details: Prepared by Procedure Q2 (THF/DCM, 1:3) and Scheme AT using N-{3-[1-(4-aminobutyl)-4-piperidinyl]phenyl}-2-methylpropanamide and 2-(4-chlorophenoxy)nicotinoyl chloride: ESMS m/e: 549.0 (M+H)+. Reaction SMILES: [F:16][C:17]([c:18]1[cH:19][c:20]([N:24]=[C:25]=[O:26])[cH:21][cH:22][cH:23]1)([F:27])[F:28].[F:1][c:2]1[cH:3][c:4]([O:8][c:9]2[cH:10][cH:11][c:12]([NH2:15])[cH:13][cH:14]2)[n:5][cH:6][n:7]1>>[F:1][c:2]1[cH:3][c:4]([O:8][c:9]2[cH:10][cH:11][c:12]([NH:15][C:25]([NH:24][c:20]3[cH:19][c:18]([C:17]([F:16])([F:27])[F:28])[cH:23][cH:22][cH:21]3)=[O:26])[cH:13][cH:14]2)[n:5][cH:6][n:7]1. Yields the product O=C(Nc1ccc(Oc2cc(F)ncn2)cc1)Nc1cccc(C(F)(F)F)c1. Starting materials: O=C=Nc1cccc(C(F)(F)F)c1, Nc1ccc(Oc2cc(F)ncn2)cc1. Reactants: ClC=1N=C(C2=C(N1)SC=N2)NC2=CC(=C(C=C2)OC)OC ((5-chloro-thiazolo[5,4-d]pyrimidin-7-yl)-(3,4-dimethoxy-phenyl)-amine), COC(C1=CC(=CC=C1)B1OC(C(O1)(C)C)(C)C)=O (3-(4,4,5,5-tetramethyl-[1,3,2]dioxaborolan-2-yl)-benzoic acid methyl ester), C(=O)([O-])[O-].[Na+].[Na+] (Na2CO3), O (water). Reagents/catalysts: C=1C=CC(=CC1)[P](C=2C=CC=CC2)(C=3C=CC=CC3)[Pd]([P](C=4C=CC=CC4)(C=5C=CC=CC5)C=6C=CC=CC6)([P](C=7C=CC=CC7)(C=8C=CC=CC8)C=9C=CC=CC9)[P](C=1C=CC=CC1)(C=1C=CC=CC1)C=1C=CC=CC1 (Pd(PPh3)4). The solvent is O1CCOCC1 (1,4-dioxane). Reaction conditions: temperature 100 celsius, time 16 hour. Product: COC(C1=CC(=CC=C1)C=1N=C(C2=C(N1)SC=N2)NC2=CC(=C(C=C2)OC)OC)=O (3-[7-(3,4-dimethoxy-phenylamino)-thiazolo[5,4-d]pyrimidin-5-yl]-benzoic acid methyl ester). Isolated yield 80.6%. Reaction SMILES: Cl[C:2]1[N:3]=[C:4]([NH:11][C:12]2[CH:17]=[CH:16][C:15]([O:18][CH3:19])=[C:14]([O:20][CH3:21])[CH:13]=2)[C:5]2[N:10]=[CH:9][S:8][C:6]=2[N:7]=1.[CH3:22][O:23][C:24](=[O:40])[C:25]1[CH:30]=[CH:29][CH:28]=[C:27](B2OC(C)(C)C(C)(C)O2)[CH:26]=1.C([O-])([O-])=O.[Na+].[Na+].O>O1CCOCC1.C1C=CC([P]([Pd]([P](C2C=CC=CC=2)(C2C=CC=CC=2)C2C=CC=CC=2)([P](C2C=CC=CC=2)(C2C=CC=CC=2)C2C=CC=CC=2)[P](C2C=CC=CC=2)(C2C=CC=CC=2)C2C=CC=CC=2)(C2C=CC=CC=2)C2C=CC=CC=2)=CC=1>[CH3:22][O:23][C:24](=[O:40])[C:25]1[CH:30]=[CH:29][CH:28]=[C:27]([C:2]2[N:3]=[C:4]([NH:11][C:12]3[CH:17]=[CH:16][C:15]([O:18][CH3:19])=[C:14]([O:20][CH3:21])[CH:13]=3)[C:5]3[N:10]=[CH:9][S:8][C:6]=3[N:7]=2)[CH:26]=1 |f:2.3.4,^1:57,59,78,97|. Procedure: To a stirred solution of (5-chloro-thiazolo[5,4-d]pyrimidin-7-yl)-(3,4-dimethoxy-phenyl)-amine (0.90 g, 2.79 mmol) and 3-(4,4,5,5-tetramethyl-[1,3,2]dioxaborolan-2-yl)-benzoic acid methyl ester (0.95 g, 3.62 mmol) in 100 mL of 1,4-dioxane were added Na2CO3 (0.93 g, 8.8 mmol) and 5 mL of water at room temperature. Then the mixture was degassed with nitrogen for 15 minutes. Pd(PPh3)4 (0.32 g, 0.279 mmol) was added in one portion and the reaction mixture was stirred at 100° C. for 16 hours under ni... The reactants are NC(=O)C1=C(C=CC=C1)NC(NC(C1=CC(=CC=C1)C)=O)=S (N-[[[2-(aminocarbonyl)phenyl]amino]thioxomethyl]-3-methylbenzamide), N (ammonia). Solvent: OO (hydrogen peroxide), OO (hydrogen peroxide). Reaction conditions: time 48 hour. Product: O=C1N=C(NC2=CC=CC=C12)NC(C1=CC(=CC=C1)C)=O (N-(1,4-Dihydro-4-oxo-2-quinazolinyl)-3-methylbenzamide). The yield is 27.7%. As a reaction SMILES: [NH2:1][C:2]([C:4]1[CH:9]=[CH:8][CH:7]=[CH:6][C:5]=1[NH:10][C:11](=S)[NH:12][C:13](=[O:21])[C:14]1[CH:19]=[CH:18][CH:17]=[C:16]([CH3:20])[CH:15]=1)=[O:3].N>OO>[O:3]=[C:2]1[C:4]2[C:5](=[CH:6][CH:7]=[CH:8][CH:9]=2)[NH:10][C:11]([NH:12][C:13](=[O:21])[C:14]2[CH:19]=[CH:18][CH:17]=[C:16]([CH3:20])[CH:15]=2)=[N:1]1. Procedure: To a stirred mixture of 9.3 g of the above benzamide and 200 ml of methanolic ammonia was added dropwise, 10 ml of 30% hydrogen peroxide over 3 minutes. An exotherm required cooling in an ice bath. A 15 ml portion of 30% hydrogen peroxide was added, the mixture was stirred 48 hours, the solid collected, and mixed with 100 ml of hot water. This solid was collected, mixed with 400 ml of hot acetonitrile and filtered. The filtrate was chilled, giving 2.3 g of the desired product as off-white crysta... Reactants: CC1=C(C=CC=C1)C1C(=C(CC2=C1C(OC2)=O)NC)C(=O)OCC (ethyl 7-(2-methylphenyl)-5-methylamino-1-oxo-1,3,4,7-tetrahydrobenzo[c]furan-6-carboxylate), C1CCOC1 (THF), Cl (HCl). Solvent: O (water). Conditions: time 1 hour. The product is OC=1CC2=C(C(OC2)=O)C(C1C(=O)OCC)C1=C(C=CC=C1)C (Ethyl 5-hydroxy-7-(2-methylphenyl)-1-oxo-1,3,4,7-tetrahydrobenzo[c]furan-6-carboxylate). As a reaction SMILES: [CH3:1][C:2]1[CH:7]=[CH:6][CH:5]=[CH:4][C:3]=1[CH:8]1[C:13]2[C:14](=[O:17])[O:15][CH2:16][C:12]=2[CH2:11][C:10](NC)=[C:9]1[C:20]([O:22][CH2:23][CH3:24])=[O:21].C1C[O:28]CC1.Cl>O>[OH:28][C:10]1[CH2:11][C:12]2[CH2:16][O:15][C:14](=[O:17])[C:13]=2[CH:8]([C:3]2[CH:4]=[CH:5][CH:6]=[CH:7][C:2]=2[CH3:1])[C:9]=1[C:20]([O:22][CH2:23][CH3:24])=[O:21]. Reported procedure: 10 mmol of ethyl 7-(2-methylphenyl)-5-methylamino-1-oxo-1,3,4,7-tetrahydrobenzo[c]furan-6-carboxylate are dissolved in 50 mmol of THF, 3 ml of concentrated HCl and 5 ml of water are added, and the mixture is boiled for 1 hour and then concentrated. The substance is identical to that from Example 3a.